This data is from the Open Reaction Database (ORD), a public repository of structured organic reaction records. The task is: describe an organic reaction: reactants, conditions, products, and yield Starting materials: CCOC(C)=O, C1CCCCC1, CS(=O)(=O)Cl, COC(=O)c1ccc(Cl)c(Cl)c1N, O. Product: COC(=O)c1ccc(Cl)c(Cl)c1NS(C)(=O)=O. Reaction SMILES: [C:20]([O:21][CH2:22][CH3:23])(=[O:24])[CH3:25].[CH2:26]1[CH2:27][CH2:28][CH2:29][CH2:30][CH2:31]1.[CH3:14][S:15]([Cl:16])(=[O:17])=[O:18].[CH3:1][O:2][C:3]([c:4]1[c:5]([NH2:12])[c:6]([Cl:11])[c:7]([Cl:10])[cH:8][cH:9]1)=[O:13].[OH2:19]>>[CH3:1][O:2][C:3]([c:4]1[c:5]([NH:12][S:15]([CH3:14])(=[O:17])=[O:18])[c:6]([Cl:11])[c:7]([Cl:10])[cH:8][cH:9]1)=[O:13]. The reactants are [BH3-]C#N, CCOC(=O)C1Oc2cccc(OC)c2C=C1C=O, COC(=O)C(N)CC(C)C, CC(=O)O, CO, [Na+]. Yields the product CCOC(=O)C1Oc2cccc(OC)c2C=C1CNC(CC(C)C)C(=O)OC. RXN SMILES: [C:30]([BH3-:31])#[N:32].[CH2:1]([CH3:2])[O:3][C:4](=[O:5])[CH:6]1[O:7][c:8]2[cH:9][cH:10][cH:11][c:12]([O:18][CH3:19])[c:13]2[CH:14]=[C:15]1[CH:16]=[O:17].[CH3:20][O:21][C:22]([CH:23]([CH2:24][CH:25]([CH3:26])[CH3:27])[NH2:28])=[O:29].[CH3:34][C:35](=[O:36])[OH:37].[CH3:38][OH:39].[Na+:33]>>[CH2:1]([CH3:2])[O:3][C:4](=[O:5])[CH:6]1[O:7][c:8]2[cH:9][cH:10][cH:11][c:12]([O:18][CH3:19])[c:13]2[CH:14]=[C:15]1[CH2:16][NH:28][CH:23]([C:22]([O:21][CH3:20])=[O:29])[CH2:24][CH:25]([CH3:26])[CH3:27]. Reported procedure: Using tert-butyl methyl[(5-phenyl-1H-pyrrol-3-yl)methyl]carbamate (70 mg), sodium hydride (60% in oil, 98 mg) and 4-isopropoxybenzenesulfonyl chloride (201 mg), a procedure as in Example 38 was performed to give the title compound as pale-red crystals (yield 47 mg, 45%). Isolated yield 50.0%. Reaction SMILES: C[N:2]([CH2:10][C:11]1[CH:15]=[C:14]([C:16]2[CH:21]=[CH:20][CH:19]=[CH:18][CH:17]=2)[NH:13][CH:12]=1)[C:3](=O)OC(C)(C)C.[H-].[Na+].[CH:24]([O:27][C:28]1[CH:33]=[CH:32][C:31]([S:34](Cl)(=[O:36])=[O:35])=[CH:30][CH:29]=1)([CH3:26])[CH3:25]>>[CH:24]([O:27][C:28]1[CH:33]=[CH:32][C:31]([S:34]([N:13]2[C:14]([C:16]3[CH:17]=[CH:18][CH:19]=[CH:20][CH:21]=3)=[CH:15][C:11]([CH2:10][NH:2][CH3:3])=[CH:12]2)(=[O:36])=[O:35])=[CH:30][CH:29]=1)([CH3:26])[CH3:25] |f:1.2|. Reactants: CN(C(OC(C)(C)C)=O)CC1=CNC(=C1)C1=CC=CC=C1 (tert-butyl methyl[(5-phenyl-1H-pyrrol-3-yl)methyl]carbamate), [H-].[Na+] (sodium hydride), C(C)(C)OC1=CC=C(C=C1)S(=O)(=O)Cl (4-isopropoxybenzenesulfonyl chloride). Product: C(C)(C)OC1=CC=C(C=C1)S(=O)(=O)N1C=C(C=C1C1=CC=CC=C1)CNC (1-{1-[(4-Isopropoxyphenyl)sulfonyl]-5-phenyl-1H-pyrrol-3-yl}-N-methylmethanamine). The reactants are CN(C1=CC(=NC=C1)N1C[C@@H]2CCN(C[C@H]12)C(=O)OC(C)(C)C)C ((1R,6S)-tert-butyl 8-(4-(dimethylamino)pyridin-2-yl)-3,8-diazabicyclo[4.2.0]octane-3-carboxylate), C(=O)(C(F)(F)F)O (TFA). Run in C(Cl)Cl (DCM). The product is [C@@H]12CNCC[C@H]2CN1C1=NC=CC(=C1)N(C)C (2-((1R,6S)-3,8-Diazabicyclo[4.2.0]octan-8-yl)-N,N-dimethylpyridin-4-amine). RXN SMILES: [CH3:1][N:2]([CH3:24])[C:3]1[CH:8]=[CH:7][N:6]=[C:5]([N:9]2[C@@H:16]3[C@@H:11]([CH2:12][CH2:13][N:14](C(OC(C)(C)C)=O)[CH2:15]3)[CH2:10]2)[CH:4]=1.C(O)(C(F)(F)F)=O>C(Cl)Cl>[C@@H:16]12[N:9]([C:5]3[CH:4]=[C:3]([N:2]([CH3:24])[CH3:1])[CH:8]=[CH:7][N:6]=3)[CH2:10][C@@H:11]1[CH2:12][CH2:13][NH:14][CH2:15]2. Reported procedure: A solution of (1R,6S)-tert-butyl 8-(4-(dimethylamino)pyridin-2-yl)-3,8-diazabicyclo[4.2.0]octane-3-carboxylate (150 mg, 0.45 mmol) in DCM (5 mL) was added TFA (2 mL). The resulting mixture was allowed to stir at ambient temperature. After 16 hours the crude mixture was concentrated under reduced pressure. The resulting trifluoroacetic acid salt of the title compound was used without further purification. MS (ESI) mass calcd. for C13H20N4, 232.2; m/z found, 233.2 [M+H]+. Product: COc1cc(C)cc(C)c1-c1cccc2c(N)c(SC)nn12. Starting materials: CCOC(C)=O, COc1cc(C)cc(C)c1-c1cccc2c(NC(=O)OC(C)(C)C)c(SC)nn12, Cl, [Na+], [OH-]. RXN SMILES: [C:32]([O:33][CH2:34][CH3:35])(=[O:36])[CH3:37].[CH3:1][O:2][c:3]1[c:4](-[c:11]2[cH:12][cH:13][cH:14][c:15]3[n:16]2[n:17][c:18]([S:28][CH3:29])[c:19]3[NH:20][C:21](=[O:22])[O:23][C:24]([CH3:25])([CH3:26])[CH3:27])[c:5]([CH3:10])[cH:6][c:7]([CH3:9])[cH:8]1.[ClH:38].[Na+:31].[OH-:30]>>[CH3:1][O:2][c:3]1[c:4](-[c:11]2[cH:12][cH:13][cH:14][c:15]3[n:16]2[n:17][c:18]([S:28][CH3:29])[c:19]3[NH2:20])[c:5]([CH3:10])[cH:6][c:7]([CH3:9])[cH:8]1. The reactants are BrCc1ccc(Br)cc1, C1CCOC1, C[S-], [Na+]. Yields the product CSCc1ccc(Br)cc1. Reaction SMILES: [Br:4][c:5]1[cH:6][cH:7][c:8]([CH2:9][Br:10])[cH:11][cH:12]1.[CH2:13]1[O:14][CH2:15][CH2:16][CH2:17]1.[CH3:1][S-:2].[Na+:3]>>[CH3:1][S:2][CH2:9][c:8]1[cH:7][cH:6][c:5]([Br:4])[cH:12][cH:11]1.